The task is: describe an organic reaction: reactants, conditions, products, and yield. This data is from the Open Reaction Database (ORD), a public repository of structured organic reaction records. The reactants are CCO, [H][H], COc1ccc2c(c1)C(N=[N+]=[N-])CC(C)(C)C2=O. The product is COc1ccc2c(c1)C(N)CC(C)(C)C2=O. RXN SMILES: [CH3:21][CH2:22][OH:23].[H:19][H:20].[N:1](=[N+:2]=[N-:3])[CH:4]1[CH2:5][C:6]([CH3:17])([CH3:18])[C:7](=[O:16])[c:8]2[cH:9][cH:10][c:11]([O:14][CH3:15])[cH:12][c:13]21>>[NH2:1][CH:4]1[CH2:5][C:6]([CH3:17])([CH3:18])[C:7](=[O:16])[c:8]2[cH:9][cH:10][c:11]([O:14][CH3:15])[cH:12][c:13]21. Starting materials: COc2ccc1ccccc1c2 (substrate), Cn1ccnc1 (effective_coupling_partner). The reagents and catalysts are IPr. Conditions: temperature 90 celsius, time 16 hour. The product is Cn1ccnc1c3ccc2ccccc2c3.